From a dataset of the Open Reaction Database (ORD), a public repository of structured organic reaction records. describe an organic reaction: reactants, conditions, products, and yield Conditions: temperature 0 celsius. Starting materials: O1N=C(C=C1)[C@@H](CC(=O)N1C(OC[C@@H]1CC1=CC=CC=C1)=O)C1=CC=C(C=C1)OCC=1SC(=CC1)C1=CC=C(C=C1)C(F)(F)F ((4S)-3-((3S)-3-(3-isoxazolyl)-3-(4-(((5-(4-(trifluoromethyl)phenyl)-2-thienyl)methyl)oxy)phenyl)propanoyl)-4-(phenylmethyl)-1,3-oxazolidin-2-one), OO (H2O2), [Li+].[OH-] (LiOH), Cl (HCl), C(=O)([O-])[O-].[K+].[K+] (K2CO3), IC (iodomethane). Solvent: CCOC(=O)C (EtOAc), C1CCOC1 (THF). As a reaction SMILES: [O:1]1[CH:5]=[CH:4][C:3]([C@H:6]([C:23]2[CH:28]=[CH:27][C:26]([O:29][CH2:30][C:31]3[S:32][C:33]([C:36]4[CH:41]=[CH:40][C:39]([C:42]([F:45])([F:44])[F:43])=[CH:38][CH:37]=4)=[CH:34][CH:35]=3)=[CH:25][CH:24]=2)[CH2:7][C:8](N2[C@@H](CC3C=CC=CC=3)COC2=O)=[O:9])=[N:2]1.OO.[Li+].[OH-].Cl.[C:51]([O-])([O-])=[O:52].[K+].[K+].IC>C1COCC1.CCOC(C)=O>[O:1]1[CH:5]=[CH:4][C:3]([C@H:6]([C:23]2[CH:24]=[CH:25][C:26]([O:29][CH2:30][C:31]3[S:32][C:33]([C:36]4[CH:37]=[CH:38][C:39]([C:42]([F:45])([F:43])[F:44])=[CH:40][CH:41]=4)=[CH:34][CH:35]=3)=[CH:27][CH:28]=2)[CH2:7][C:8]([O:52][CH3:51])=[O:9])=[N:2]1 |f:2.3,5.6.7|. The product is O1N=C(C=C1)[C@@H](CC(=O)OC)C1=CC=C(C=C1)OCC=1SC(=CC1)C1=CC=C(C=C1)C(F)(F)F (Methyl (3S)-3-(3-isoxazolyl)-3-(4-(((5-(4-(trifluoromethyl)phenyl)-2-thienyl)methyl)oxy)phenyl)propanoate). Procedure: To a solution of 61.5 (76 mg, 0.12 mmol) in THF (1 mL) were added 30% H2O2 (0.14 mL, 1.2 mmol) and 1N LiOH (0.60 mL, 0.60 mmol) at 0° C. The mixture was stirred for 1 Hour at 0° C., adjusted to pH 3 with aqueous HCl, and extracted with EtOAc. The combined organic layers were washed with 1N Na2SO3 (pH 3) and brine, dried (Na2SO4), and concentrated. The residue was dissolved in 9:1 MeCN/DMF (1 mL), and to the solution were added K2CO3 (25 mg, 0.18 mmol) and iodomethane (11 μL, 0.18 mmol). The mixt... Reactants: CC(=O)[O-], CC(=O)[O-], CC(=O)[O-], CC(=O)[O-], CCn1c2ccccc2c2cc(C=C(C#N)C#N)ccc21, CN(C)C=O, N#C[Na], O, [Pb+4]. Yields the product CCn1c2ccccc2c2cc(C(C#N)=C(C#N)C#N)ccc21. RXN SMILES: [C:26]([O-:27])(=[O:28])[CH3:29].[C:30]([O-:31])(=[O:32])[CH3:33].[C:34]([O-:35])(=[O:36])[CH3:37].[C:38]([O-:39])(=[O:40])[CH3:41].[CH2:1]([CH3:2])[n:3]1[c:4]2[cH:5][cH:6][cH:7][cH:8][c:9]2[c:10]2[cH:11][c:12]([CH:16]=[C:17]([C:18]#[N:19])[C:20]#[N:21])[cH:13][cH:14][c:15]12.[CH3:43][N:44]([CH3:45])[CH:46]=[O:47].[Na:22][C:23]#[N:24].[OH2:25].[Pb+4:42]>>[CH2:1]([CH3:2])[n:3]1[c:4]2[cH:5][cH:6][cH:7][cH:8][c:9]2[c:10]2[cH:11][c:12]([C:16](=[C:17]([C:18]#[N:19])[C:20]#[N:21])[C:23]#[N:24])[cH:13][cH:14][c:15]12. The reactants are [Br-], CCCCCCO, Cl, Cl, [K+], NC(CS)C(=O)O. The product is Cl, CCCCCCOC(=O)C(N)CS. Reaction SMILES: [Br-:10].[CH2:12]([CH2:13][CH2:14][CH2:15][CH2:16][CH3:17])[OH:18].[ClH:1].[ClH:9].[K+:11].[NH2:2][CH:3]([CH2:4][SH:5])[C:6](=[O:7])[OH:8]>>[ClH:1].[NH2:2][CH:3]([CH2:4][SH:5])[C:6]([O:7][CH2:12][CH2:13][CH2:14][CH2:15][CH2:16][CH3:17])=[O:8]. Reported procedure: A 30/20/50 copolymer of acrylic acid/methyl methacrylate/butyl acrylate was prepared in xylene/butanol solution as described in Example 7. Rosin Amine D was added to the copolymer in an amount equivalent to the acid groups in the polymer. The resulting solution was milled with pigments, plasticiser and structuring agents to form a paint containing, by volume, 30% copolymer amine salt, 18% cuprous oxide, 1.3% zinc oxide, 4% tricresyl phosphate and 2% structuring agents. The reactants are Rosin Amine D, copolymer, amine, cuprous oxide, P(=O)(OC1=CC=C(C=C1)C)(OC1=CC=C(C=C1)C)OC1=CC=C(C=C1)C (tricresyl phosphate), C=1(C(=CC=CC1)C)C.C(CCC)O (xylene butanol). Product: C(C=C)(=O)O.C(C(=C)C)(=O)OC.C(C=C)(=O)OCCCC (acrylic acid methyl methacrylate/butyl acrylate). Reagents/catalysts: [O-2].[Zn+2] (zinc oxide). RXN SMILES: P([O:19][C:20]1[CH:25]=[CH:24][C:23](C)=CC=1)([O:11][C:12]1C=CC(C)=[CH:14][CH:13]=1)([O:3][C:4]1C=CC(C)=CC=1)=O.[C:27]1([CH3:34])[C:28](C)=CC=C[CH:32]=1.[CH2:35]([OH:39])[CH2:36][CH2:37]C>[O-2].[Zn+2]>[C:12]([OH:39])(=[O:11])[CH:13]=[CH2:14].[C:28]([O:3][CH3:4])(=[O:39])[C:27]([CH3:34])=[CH2:32].[C:35]([O:19][CH2:20][CH2:25][CH2:24][CH3:23])(=[O:39])[CH:36]=[CH2:37] |f:1.2,3.4,5.6.7|.